From a dataset of the Open Reaction Database (ORD), a public repository of structured organic reaction records. describe an organic reaction: reactants, conditions, products, and yield Starting materials: COCCOCCOCCOCCOc1cc(NC(=O)OC(C)(C)C)c(NC(=O)CC(=O)c2cccc(C#N)c2)cc1C#Cc1ccccc1, ClCCl, O=C(O)C(F)(F)F. Product: COCCOCCOCCOCCOc1cc2c(cc1C#Cc1ccccc1)NC(=O)CC(c1cccc(C#N)c1)=N2. RXN SMILES: [C:1]([O:2][C:3](=[O:4])[NH:7][c:8]1[c:9]([NH:36][C:37]([CH2:38][C:39](=[O:5])[c:41]2[cH:42][c:43]([C:47]#[N:48])[cH:44][cH:45][cH:46]2)=[O:49])[cH:10][c:11]([C:28]#[C:29][c:30]2[cH:31][cH:32][cH:33][cH:34][cH:35]2)[c:12]([O:14][CH2:15][CH2:16][O:17][CH2:18][CH2:19][O:20][CH2:21][CH2:22][O:23][CH2:24][CH2:25][O:26][CH3:27])[cH:13]1)([CH3:6])([CH3:40])[CH3:50].[Cl:58][CH2:59][Cl:60].[F:51][C:52]([F:53])([F:54])[C:55]([OH:56])=[O:57]>>[N:7]1=[C:39]([c:41]2[cH:42][c:43]([C:47]#[N:48])[cH:44][cH:45][cH:46]2)[CH2:38][C:37](=[O:49])[NH:36][c:9]2[c:8]1[cH:13][c:12]([O:14][CH2:15][CH2:16][O:17][CH2:18][CH2:19][O:20][CH2:21][CH2:22][O:23][CH2:24][CH2:25][O:26][CH3:27])[c:11]([C:28]#[C:29][c:30]1[cH:31][cH:32][cH:33][cH:34][cH:35]1)[cH:10]2. The reactants are CC(C)(C)OC(=O)N1CCC(COCc2cc(C(F)(F)F)cc3cn[nH]c23)(c2ccc(F)cc2)CC1, O=C(O)C(F)(F)F. Yields the product Fc1ccc(C2(COCc3cc(C(F)(F)F)cc4cn[nH]c34)CCNCC2)cc1. As a reaction SMILES: [F:1][c:2]1[cH:3][cH:4][c:5]([C:8]2([CH2:21][O:22][CH2:23][c:24]3[cH:25][c:26]([C:33]([F:34])([F:35])[F:36])[cH:27][c:28]4[cH:29][n:30][nH:31][c:32]34)[CH2:9][CH2:10][N:11]([C:14]([O:15][C:16]([CH3:17])([CH3:18])[CH3:19])=[O:20])[CH2:12][CH2:13]2)[cH:6][cH:7]1.[OH:37][C:38]([C:39]([F:40])([F:41])[F:42])=[O:43]>>[F:1][c:2]1[cH:3][cH:4][c:5]([C:8]2([CH2:21][O:22][CH2:23][c:24]3[cH:25][c:26]([C:33]([F:34])([F:35])[F:36])[cH:27][c:28]4[cH:29][n:30][nH:31][c:32]34)[CH2:9][CH2:10][NH:11][CH2:12][CH2:13]2)[cH:6][cH:7]1.